Dataset: the Open Reaction Database (ORD), a public repository of structured organic reaction records. Task: describe an organic reaction: reactants, conditions, products, and yield Starting materials: CCn1ncc2c(O)c(CCc3ccccc3)c(C(=O)O)nc21, ClC(Cl)Cl, O. Yields the product CCn1ncc2c(O)c3c(nc21)C(=O)c1ccccc1CC3. RXN SMILES: [CH2:1]([CH3:2])[n:3]1[n:4][cH:5][c:6]2[c:7]1[n:8][c:9]([C:21](=[O:22])[OH:23])[c:10]([CH2:13][CH2:14][c:15]1[cH:16][cH:17][cH:18][cH:19][cH:20]1)[c:11]2[OH:12].[CH:25]([Cl:26])([Cl:27])[Cl:28].[OH2:24]>>[CH2:1]([CH3:2])[n:3]1[n:4][cH:5][c:6]2[c:7]1[n:8][c:9]1[c:10]([c:11]2[OH:12])[CH2:13][CH2:14][c:15]2[cH:16][cH:17][cH:18][cH:19][c:20]2[C:21]1=[O:23].